From a dataset of the Open Reaction Database (ORD), a public repository of structured organic reaction records. describe an organic reaction: reactants, conditions, products, and yield The reactants are C(N)(=O)C=1C=C(C=CC1)NC(C(=O)O)C1=CC(=C(C=C1)OC)OC (2-(3-Carbamoylphenylamino)-2-(3,4-dimethoxyphenyl)acetic acid), O.C(C=O)(=O)O (glyoxylic acid monohydrate), NC=1C=C(C(=O)N)C(=CC1F)F (3-amino-4,6-difluorobenzamide), COC=1C=C(C=CC1F)B(O)O (3-Methoxy-4-fluorophenylboronic acid). The product is C(N)(=O)C=1C(=CC(=C(C1)NC(C(=O)O)C1=CC(=C(C=C1)F)OC)F)F (2-(5-Carbamoyl-2,4-difluorophenylamino)-2-(4-fluoro-3-methoxyphenyl)acetic acid). Isolated yield 87.0%. Reaction SMILES: C(C1C=C(N[CH:11]([C:15]2[CH:20]=[CH:19][C:18](OC)=[C:17]([O:23][CH3:24])[CH:16]=2)[C:12]([OH:14])=[O:13])C=CC=1)(=O)N.[NH2:25][C:26]1[CH:27]=[C:28]([C:32]([F:36])=[CH:33][C:34]=1[F:35])[C:29]([NH2:31])=[O:30].COC1C=C(B(O)O)C=CC=1[F:45].O.C(O)(=O)C=O>>[C:29]([C:28]1[C:32]([F:36])=[CH:33][C:34]([F:35])=[C:26]([NH:25][CH:11]([C:15]2[CH:20]=[CH:19][C:18]([F:45])=[C:17]([O:23][CH3:24])[CH:16]=2)[C:12]([OH:14])=[O:13])[CH:27]=1)(=[O:30])[NH2:31] |f:3.4|. Procedure: 41A was prepared in a procedure similar to that of 1A using 3-amino-4,6-difluorobenzamide, 7C, and glyoxylic acid monohydrate. Yield: 87%. 1H NMR (400 MHz, Methanol-d4) δ ppm 3.87 (s, 3H) 5.11 (s, 1H) 6.97-7.11 (m, 4H) 7.26 (d, J=8.79 Hz, 1H), LCMS: 355 (M+1).